Dataset: the Open Reaction Database (ORD), a public repository of structured organic reaction records. Task: describe an organic reaction: reactants, conditions, products, and yield Starting materials: ClCC(=O)N1CCN(CC1)C(=O)OCC (ethyl 4-(2-chloroacetyl)piperazine-1-carboxylate), [I-].[Na+] (sodium iodide). Solvent: CC(=O)C (acetone). Conditions: time 24 hour. Product: ICC(=O)N1CCN(CC1)C(=O)OCC (ethyl 4-(2-iodoacetyl)piperazine-1-carboxylate). Yield: 75.3%. As a reaction SMILES: Cl[CH2:2][C:3]([N:5]1[CH2:10][CH2:9][N:8]([C:11]([O:13][CH2:14][CH3:15])=[O:12])[CH2:7][CH2:6]1)=[O:4].[I-:16].[Na+]>CC(C)=O>[I:16][CH2:2][C:3]([N:5]1[CH2:10][CH2:9][N:8]([C:11]([O:13][CH2:14][CH3:15])=[O:12])[CH2:7][CH2:6]1)=[O:4] |f:1.2|. Procedure: A mixture of ethyl 4-(2-chloroacetyl)piperazine-1-carboxylate (2.36 g, 10.06 mmol) and sodium iodide (3 g, 20.11 mmol) in acetone (45 mL) was stirred at room temperature for 24 h to give a suspension containing white solids. The solids were removed by filtration, and the filtrate was concentrated under reduced pressure. The residue was extracted with CH2Cl2 and H2O. The organic layer then dried over MgSO4, filtered and concentrated to give ethyl 4-(2-iodoacetyl)piperazine-1-carboxylate (2.47 g, ... The reactants are O=C=Nc1ccc(Br)cc1, COc1ccc(N)cc1N1CCN(C)CC1, Cc1ccccc1. Product: COc1ccc(NC(=O)Nc2ccc(Br)cc2)cc1N1CCN(C)CC1. As a reaction SMILES: [Br:1][c:2]1[cH:3][cH:4][c:5]([N:8]=[C:9]=[O:10])[cH:6][cH:7]1.[CH3:11][O:12][c:13]1[c:14]([N:20]2[CH2:21][CH2:22][N:23]([CH3:26])[CH2:24][CH2:25]2)[cH:15][c:16]([NH2:19])[cH:17][cH:18]1.[CH3:27][c:28]1[cH:29][cH:30][cH:31][cH:32][cH:33]1>>[Br:1][c:2]1[cH:3][cH:4][c:5]([NH:8][C:9](=[O:10])[NH:19][c:16]2[cH:15][c:14]([N:20]3[CH2:21][CH2:22][N:23]([CH3:26])[CH2:24][CH2:25]3)[c:13]([O:12][CH3:11])[cH:18][cH:17]2)[cH:6][cH:7]1. Starting materials: N,N-triethylamine, C(=O)(N1C=NC=C1)N1C=NC=C1 (1,1′-carbonyldiimidazole), N (ammonia), N (ammonia), Cl.FC(C1=CC=C(C=C1)C=1C2=C(C=NC1)C(CC2)OCC(=O)O)(F)F ((rac)-2-(4-(4-(Trifluoromethyl)phenyl)-6,7-dihydro-5H-cyclopenta[c]pyridin-7-yloxy)acetic acid hydrochloride), N,N-triethylamine, C(=O)(N1C=NC=C1)N1C=NC=C1 (1,1′-carbonyldiimidazole). Solvent: C(Cl)Cl (CH2Cl2), CN(C)C=O (DMF). Conditions: time 2 hour. Product: FC(C1=CC=C(C=C1)C=1C2=C(C=NC1)C(CC2)OCC(=O)N)(F)F ((rac)-2-(4-(4-(Trifluoromethyl)phenyl)-6,7-dihydro-5H-cyclopenta[c]pyridin-7-yloxy)acetamide). Isolated yield 48.0%. RXN SMILES: Cl.[F:2][C:3]([F:25])([F:24])[C:4]1[CH:9]=[CH:8][C:7]([C:10]2[C:11]3[CH2:18][CH2:17][CH:16]([O:19][CH2:20][C:21]([OH:23])=O)[C:12]=3[CH:13]=[N:14][CH:15]=2)=[CH:6][CH:5]=1.C(N1C=CN=C1)([N:28]1C=CN=C1)=O.N>CN(C=O)C.C(Cl)Cl>[F:24][C:3]([F:2])([F:25])[C:4]1[CH:5]=[CH:6][C:7]([C:10]2[C:11]3[CH2:18][CH2:17][CH:16]([O:19][CH2:20][C:21]([NH2:28])=[O:23])[C:12]=3[CH:13]=[N:14][CH:15]=2)=[CH:8][CH:9]=1 |f:0.1|. Reported procedure: To a solution of (rac)-2-(4-(4-(trifluoromethyl)phenyl)-6,7-dihydro-5H-cyclopenta[c]pyridin-7-yloxy)acetic acid hydrochloride (example 99) (34.6 mg, 0.093 mmol) in DMF (1 mL) was added N,N-triethylamine (31 μL, 0.22 mmol) and 1,1′-carbonyldiimidazole (18.0 mg, 0.11 mmol). The reaction was stirred at room temperature for 2 h, cooled (0°) and treated with aq. 25% ammonia solution (0.87 mL, 5.55 mmol) and evaporated after 30 min to give a 1:1 mixture of starting material and product. The residue wa... Starting materials: Cl (hydrochloric acid), Cl (hydrochloric acid), FC1=CC=C(C=C1)CCNC=1SC=C(N1)C1=CC=C(C=C1)C(F)(F)F (N-[2-(4-fluorophenyl)ethyl]-4-[4-(trifluoromethyl)phenyl]-1,3-thiazole-2-amine), [H-].[Na+] (sodium hydride), ClCC1=CC=C(COC2=CC(=C(C=C2)CCC(=O)OCC)F)C=C1 (Ethyl 3-(4-{[4-(chloromethyl)benzyl]oxy}-2-fluorophenyl)propanoate). Yields the product FC1=C(C=CC(=C1)OCC1=CC=C(C=C1)CN(C=1SC=C(N1)C1=CC=C(C=C1)C(F)(F)F)CCC1=CC=C(C=C1)F)CCC(=O)O (3-[2-fluoro-4-({4-[([2-(4-fluorophenyl)ethyl]{4-[4-(trifluoromethyl)phenyl]-1,3-thiazol-2-yl}amino)methyl]-benzyl}oxy)phenyl]propanoic acid). Reaction SMILES: [F:1][C:2]1[CH:7]=[CH:6][C:5]([CH2:8][CH2:9][NH:10][C:11]2[S:12][CH:13]=[C:14]([C:16]3[CH:21]=[CH:20][C:19]([C:22]([F:25])([F:24])[F:23])=[CH:18][CH:17]=3)[N:15]=2)=[CH:4][CH:3]=1.[H-].[Na+].Cl[CH2:29][C:30]1[CH:51]=[CH:50][C:33]([CH2:34][O:35][C:36]2[CH:41]=[CH:40][C:39]([CH2:42][CH2:43][C:44]([O:46]CC)=[O:45])=[C:38]([F:49])[CH:37]=2)=[CH:32][CH:31]=1.Cl>CN(C)C=O.C(O)C.O1CCCC1.[OH-].[Na+]>[F:49][C:38]1[CH:37]=[C:36]([O:35][CH2:34][C:33]2[CH:50]=[CH:51][C:30]([CH2:29][N:10]([CH2:9][CH2:8][C:5]3[CH:6]=[CH:7][C:2]([F:1])=[CH:3][CH:4]=3)[C:11]3[S:12][CH:13]=[C:14]([C:16]4[CH:21]=[CH:20][C:19]([C:22]([F:23])([F:25])[F:24])=[CH:18][CH:17]=4)[N:15]=3)=[CH:31][CH:32]=2)[CH:41]=[CH:40][C:39]=1[CH2:42][CH2:43][C:44]([OH:46])=[O:45] |f:1.2,8.9|. Run in C(C)O (ethanol), O1CCCC1 (tetrahydrofuran), [OH-].[Na+] (sodium hydroxide), CN(C=O)C (N,N-dimethylformamide). Conditions: time 1 hour. Reported procedure: To a solution of N-[2-(4-fluorophenyl)ethyl]-4-[4-(trifluoromethyl)phenyl]-1,3-thiazole-2-amine (500 mg, 1.36 mmol) in N,N-dimethylformamide (5 mL) was added sodium hydride (40 mg, in oil, 1.0 mmol) at room temperature, and the mixture was stirred at room temperature for 1 hr. Ethyl 3-(4-{[4-(chloromethyl)benzyl]oxy}-2-fluorophenyl)propanoate (350 mg, 1.0 mmol) was added, and the mixture was further stirred at room temperature for 1 hr. The reaction mixture was poured into 1N hydrochloric acid a... The yield is 21.3%. Starting materials: Brc1ccc(OC2Cc3ccccc3C2)cc1, O=C([O-])O, C=CC(=O)OC, CC(=O)[O-], CC(=O)[O-], CN(C)C=O, CCCC[N+](CCCC)(CCCC)CCCC, [Cl-], [Na+], [Pd+2]. Yields the product COC(=O)C=Cc1ccc(OC2Cc3ccccc3C2)cc1. RXN SMILES: [Br:1][c:2]1[cH:3][cH:4][c:5]([O:6][CH:7]2[CH2:8][c:9]3[cH:10][cH:11][cH:12][cH:13][c:14]3[CH2:15]2)[cH:16][cH:17]1.[C:18](=[O:19])([O-:20])[OH:21].[C:23]([CH:24]=[CH2:25])(=[O:26])[O:27][CH3:28].[C:52]([O-:53])(=[O:54])[CH3:55].[C:57]([O-:58])(=[O:59])[CH3:60].[CH3:29][N:30]([CH3:31])[CH:32]=[O:33].[CH3:35][CH2:36][CH2:37][CH2:38][N+:39]([CH2:40][CH2:41][CH2:42][CH3:43])([CH2:44][CH2:45][CH2:46][CH3:47])[CH2:48][CH2:49][CH2:50][CH3:51].[Cl-:34].[Na+:22].[Pd+2:56]>>[c:2]1([CH:25]=[CH:24][C:23](=[O:26])[O:27][CH3:28])[cH:3][cH:4][c:5]([O:6][CH:7]2[CH2:8][c:9]3[cH:10][cH:11][cH:12][cH:13][c:14]3[CH2:15]2)[cH:16][cH:17]1. The reactants are NC=1SC=C(C1C(=O)OCC)C1=CC=C(C=C1)Cl (Ethyl 2-amino-4-(4-chlorophenyl)-thiophene-3-carboxylate), FC1=CC=C(C(=O)Cl)C=C1 (4-fluorobenzoyl chloride). Solvent: C1CCOC1 (THF), [OH-].[Na+] (NaOH), C(C)(=O)OCC (ethyl acetate). Conditions: time 10 hour. Yields the product FC1=CC=C(C(=O)NC=2SC=C(C2C(=O)OCC)C2=CC=C(C=C2)Cl)C=C1 (ethyl 2-(4-fluorobenzamido)-4-(4-chlorophenyl)thiophene-3-carboxylate). RXN SMILES: [NH2:1][C:2]1[S:3][CH:4]=[C:5]([C:12]2[CH:17]=[CH:16][C:15]([Cl:18])=[CH:14][CH:13]=2)[C:6]=1[C:7]([O:9][CH2:10][CH3:11])=[O:8].[F:19][C:20]1[CH:28]=[CH:27][C:23]([C:24](Cl)=[O:25])=[CH:22][CH:21]=1>C1COCC1.[OH-].[Na+].C(OCC)(=O)C>[F:19][C:20]1[CH:28]=[CH:27][C:23]([C:24]([NH:1][C:2]2[S:3][CH:4]=[C:5]([C:12]3[CH:13]=[CH:14][C:15]([Cl:18])=[CH:16][CH:17]=3)[C:6]=2[C:7]([O:9][CH2:10][CH3:11])=[O:8])=[O:25])=[CH:22][CH:21]=1 |f:3.4|. Procedure: Ethyl cyanoacetate (5 mmol), and p-chloro-acetophenone (5 mmol) are dissolved in toluene (5 mL). Morpholine (5 mmol) is added followed by activated molecular sieves (4A). The reaction is stirred at 80° C. for 12 hours. The reaction is cooled to room temperature, filtered and concentrated. The residue is taken up in toluene (5 mL), ethanol (5 mL) and sulfur is added (0.16 g; 5 mmol). The reaction mixture is heated with mixing at 70° C. for 12 hours. The reaction is cooled to room temperature and ... Product: CN(C)CCn1cc(-c2cnc3ccc(Br)cc3n2)cn1. Starting materials: Brc1ccc2ncc(-c3cn[nH]c3)nc2c1, CN(C)CCBr, CN(C)C=O, [H-], [Na+]. RXN SMILES: [Br:1][c:2]1[cH:3][cH:4][c:5]2[n:6][cH:7][c:8](-[c:12]3[cH:13][n:14][nH:15][cH:16]3)[n:9][c:10]2[cH:11]1.[CH3:19][N:20]([CH2:21][CH2:22][Br:23])[CH3:24].[CH3:25][N:26]([CH3:27])[CH:28]=[O:29].[H-:17].[Na+:18]>>[Br:1][c:2]1[cH:3][cH:4][c:5]2[n:6][cH:7][c:8](-[c:12]3[cH:13][n:14]([CH2:22][CH2:21][N:20]([CH3:19])[CH3:24])[n:15][cH:16]3)[n:9][c:10]2[cH:11]1. Reactants: CCOC(C)=O, CCOC(C)=O, Cc1c(C2CC2)nc2ccc([N+](=O)[O-])cn12, Cl, O=C(O)c1ccc(-c2ccc(C(F)(F)F)cc2)cc1. Yields the product Cc1c(C2CC2)nc2ccc(NC(=O)c3ccc(-c4ccc(C(F)(F)F)cc4)cc3)cn12, Cl. As a reaction SMILES: [C:36]([O:37][CH2:38][CH3:39])(=[O:40])[CH3:41].[CH3:43][CH2:44][O:45][C:46](=[O:47])[CH3:48].[CH:1]1([c:4]2[n:5][c:6]3[n:7]([cH:8][c:9]([N+:12]([O-:13])=[O:14])[cH:10][cH:11]3)[c:15]2[CH3:16])[CH2:2][CH2:3]1.[ClH:42].[F:17][C:18]([c:19]1[cH:20][cH:21][c:22](-[c:25]2[cH:26][cH:27][c:28]([C:31](=[O:32])[OH:33])[cH:29][cH:30]2)[cH:23][cH:24]1)([F:34])[F:35]>>[CH:1]1([c:4]2[n:5][c:6]3[n:7]([cH:8][c:9]([NH:12][C:31]([c:28]4[cH:27][cH:26][c:25](-[c:22]5[cH:21][cH:20][c:19]([C:18]([F:17])([F:34])[F:35])[cH:24][cH:23]5)[cH:30][cH:29]4)=[O:32])[cH:10][cH:11]3)[c:15]2[CH3:16])[CH2:2][CH2:3]1.[ClH:42]. Reactants: C(O)([O-])=O.[Na+] (Sodium Hydrogen Carbonate), BrC1=CC(=NC2=C(C=CC=C12)F)C(=O)OC (Methyl 4-bromo-8-fluoroquinoline-2-carboxylate), FC1=CC=C(C=C1)B(O)O (4-Fluorophenylboronic acid), C(=O)([O-])[O-].[Na+].[Na+] (Na2CO3). The reagents and catalysts are C=1C=CC(=CC1)[P](C=2C=CC=CC2)(C=3C=CC=CC3)[Pd]([P](C=4C=CC=CC4)(C=5C=CC=CC5)C=6C=CC=CC6)([P](C=7C=CC=CC7)(C=8C=CC=CC8)C=9C=CC=CC9)[P](C=1C=CC=CC1)(C=1C=CC=CC1)C=1C=CC=CC1 (Tetrakis). The solvent is O1CCOCC1 (1,4-Dioxane). Product: FC=1C=CC=C2C(=CC(=NC12)C(=O)O)C1=CC=C(C=C1)F (8-Fluoro-4-(4-fluorophenyl)quinoline-2-carboxylic acid). The yield is 99.6%. Reaction SMILES: Br[C:2]1[C:11]2[C:6](=[C:7]([F:12])[CH:8]=[CH:9][CH:10]=2)[N:5]=[C:4]([C:13]([O:15]C)=[O:14])[CH:3]=1.[F:17][C:18]1[CH:23]=[CH:22][C:21](B(O)O)=[CH:20][CH:19]=1.C([O-])([O-])=O.[Na+].[Na+].C(=O)([O-])O.[Na+]>C1C=CC([P]([Pd]([P](C2C=CC=CC=2)(C2C=CC=CC=2)C2C=CC=CC=2)([P](C2C=CC=CC=2)(C2C=CC=CC=2)C2C=CC=CC=2)[P](C2C=CC=CC=2)(C2C=CC=CC=2)C2C=CC=CC=2)(C2C=CC=CC=2)C2C=CC=CC=2)=CC=1.O1CCOCC1>[F:12][C:7]1[CH:8]=[CH:9][CH:10]=[C:11]2[C:6]=1[N:5]=[C:4]([C:13]([OH:15])=[O:14])[CH:3]=[C:2]2[C:21]1[CH:22]=[CH:23][C:18]([F:17])=[CH:19][CH:20]=1 |f:2.3.4,5.6,^1:41,43,62,81|. Reported procedure: Methyl 4-bromo-8-fluoroquinoline-2-carboxylate (7-3, 100.0 mg, 0.352 mmol), 4-Fluorophenylboronic acid (59.1 g, 0.422 mmol), Tetrakis (20.3 mg, 0.0180 mmol), and Na2CO3 (0.704 ml, 0.704 mmol) were added into 1,4-Dioxane (1.0 mL) in a microwave reaction vessel. The mixture was irradiated with microwave at 100° C. for 30 min. Cooled to room temperature, aqueous Sodium Hydrogen Carbonate (saturate, 2.0 mL) was added and extracted with Ethyl Acetate (2×10.0 mL). The combined organic fractions were w...